The task is: describe an organic reaction: reactants, conditions, products, and yield. This data is from the Open Reaction Database (ORD), a public repository of structured organic reaction records. Starting materials: COC(=O)CBr, Cc1cc(C)c2[nH]c(=O)n(CC(=O)OC(C)(C)C)c2c1, [H-], [Na+], CN(C)C=O. The product is COC(=O)Cn1c(=O)n(CC(=O)OC(C)(C)C)c2cc(C)cc(C)c21. Reaction SMILES: [Br:23][CH2:24][C:25](=[O:26])[O:27][CH3:28].[CH3:1][c:2]1[cH:3][c:4]([CH3:20])[cH:5][c:6]2[n:7]([CH2:12][C:13](=[O:14])[O:15][C:16]([CH3:17])([CH3:18])[CH3:19])[c:8](=[O:11])[nH:9][c:10]12.[H-:21].[Na+:22].[O:29]=[CH:30][N:31]([CH3:32])[CH3:33]>>[CH3:1][c:2]1[cH:3][c:4]([CH3:20])[cH:5][c:6]2[n:7]([CH2:12][C:13](=[O:14])[O:15][C:16]([CH3:17])([CH3:18])[CH3:19])[c:8](=[O:11])[n:9]([CH2:24][C:25](=[O:26])[O:27][CH3:28])[c:10]12. Yields the product O1CCCCC2=C1C(=CC=C2)C(=O)O (2,3,4,5-tetrahydro-1-benzoxepin-9-carboxylic acid). Run at temperature 0 celsius, time 8 hour. Reaction SMILES: C([Li])CCC.CN(C)CCN(C)C.[O:14]1[C:20]2[CH:21]=[CH:22][CH:23]=[CH:24][C:19]=2[CH2:18][CH2:17][CH2:16][CH2:15]1.[C:25](=[O:27])=[O:26]>CCCCCC.O>[O:14]1[C:20]2[C:21]([C:25]([OH:27])=[O:26])=[CH:22][CH:23]=[CH:24][C:19]=2[CH2:18][CH2:17][CH2:16][CH2:15]1. Reactants: C(CCC)[Li] (n-butyllithium), CN(CCN(C)C)C (tetramethylethylenediamine), O1CCCCC2=C1C=CC=C2 (2,3,4,5-tetrahydro-1-benzoxepin), C(=O)=O (dry ice). Solvent: CCCCCC (hexane), O (Water). Procedure details: To 17.6 ml n-butyllithium (2.5M, 0.044 mol) in 63 ml hexane is added dropwise (0.044 mol) 5.1 g tetramethylethylenediamine (TMEDA) and 5 g (0.034 mol) of 2,3,4,5-tetrahydro-1-benzoxepin. The reaction mixture is stirred overnight. The reaction mixture is then chilled to 0° C. and carbonated with dry ice for an hour. Water (110 ml) is added and the mixture is filtered and the aqueous phase acidified with 4N HCl. The resultant oil is extracted into methylene chloride and dried (MgSO4). After filter... Solvent: O (water), CN(C=O)C (dimethylformamide). Isolated yield 184.8%. Reaction conditions: temperature 110 celsius, time 2 hour. Procedure details: To a solution of 7-chloro-1-{6-[2-(2-methanesulfonyloxyethoxy)-benzoylamino]nicotinoyl}-2,3,4,5-tetrahydro-1H-benzazepine (0.6 g) in dimethylformamide (5 ml) are added sodium iodide (0.22 g), potassium carbonate (0.23 g) and 4-acetylaminopiperidine (0.2 g), and the mixture is heated with stirring at 110° C. for 2 hours. The mixture is cooled, and thereto is added water, and the mixture is extracted with dichloromethane. The extract is washed with water, dried over magnesium sulfate, and evaporat... Starting materials: ClC=1C=CC2=C(CCCCN2C(C2=CN=C(C=C2)NC(C2=C(C=CC=C2)OCCOS(=O)(=O)C)=O)=O)C1 (7-chloro-1-{6-[2-(2-methanesulfonyloxyethoxy)-benzoylamino]nicotinoyl}-2,3,4,5-tetrahydro-1H-benzazepine), [I-].[Na+] (sodium iodide), C([O-])([O-])=O.[K+].[K+] (potassium carbonate), C(C)(=O)NC1CCNCC1 (4-acetylaminopiperidine). Product: N1CCCCC2=C1C=CC=C2 (2,3,4,5-tetrahydro-1H-benzazepine). Reaction SMILES: Cl[C:2]1[CH:3]=[CH:4][C:5]2[N:11](C(=O)C3C=CC(NC(=O)C4C=CC=CC=4OCCOS(C)(=O)=O)=NC=3)[CH2:10][CH2:9][CH2:8][CH2:7][C:6]=2[CH:37]=1.[I-].[Na+].C(=O)([O-])[O-].[K+].[K+].C(NC1CCNCC1)(=O)C>CN(C)C=O.O>[NH:11]1[C:5]2[CH:4]=[CH:3][CH:2]=[CH:37][C:6]=2[CH2:7][CH2:8][CH2:9][CH2:10]1 |f:1.2,3.4.5|. Reactants: C1(=CC=CC=C1)C(=CC=O)C1=CC=CC=C1 (3,3-diphenyl-2-propenal), C(=O)(OCC)CC=P(C1=CC=CC=C1)(C1=CC=CC=C1)C1=CC=CC=C1 ((carbethoxyethylidene)triphenylphosphine). Solvent: C(C)O (ethanol). The product is C(C)OC(\C(=C\C=C(C1=CC=CC=C1)C1=CC=CC=C1)\C)=O ((E)-5,5-diphenyl-2-methyl-2,4-pentadienoic acid ethyl ester). Yield: 95.9%. As a reaction SMILES: [C:1]1([C:7]([C:11]2[CH:16]=[CH:15][CH:14]=[CH:13][CH:12]=2)=[CH:8][CH:9]=O)[CH:6]=[CH:5][CH:4]=[CH:3][CH:2]=1.[C:17]([CH2:22][CH:23]=P(C1C=CC=CC=1)(C1C=CC=CC=1)C1C=CC=CC=1)([O:19][CH2:20][CH3:21])=[O:18]>C(O)C>[CH2:20]([O:19][C:17](=[O:18])/[C:22](/[CH3:23])=[CH:9]/[CH:8]=[C:7]([C:11]1[CH:16]=[CH:15][CH:14]=[CH:13][CH:12]=1)[C:1]1[CH:6]=[CH:5][CH:4]=[CH:3][CH:2]=1)[CH3:21]. Reported procedure: As in the Example 99, a solution of 3,3-diphenyl-2-propenal (2.08 g) in ethanol (25 mL) was reacted with (carbethoxyethylidene)triphenylphosphine (4.0 g) for 30 minutes at room temperature. The reaction was worked up in the usual manner to give 2.8 g of (E)-5,5-diphenyl-2-methyl-2,4-pentadienoic acid ethyl ester as the sole product. The crude ester (2.89) in methanol (25 mL) was treated with 2N potassium hydroxide (10 mL) and the mixture was heated at reflux until the oil dissolved. Then it was ... The reactants are [N+](=O)(O)[O-] (nitric acid), ice water, C(C)(C)(C)C1=CC=C(C=C1)OC (4-tertbutylanisole), two. Run in C(CCl)Cl (ethylene dichloride). Reaction conditions: temperature 23 celsius, time 15 minute. The product is [N+](=O)([O-])C1=CC=C(C=C1)OC (4-nitroanisole), [N+](=O)([O-])C1=C(C=CC(=C1)C(C)(C)C)OC (2-nitro-4-tertbutylanisole). The yield is 72.5%. Reaction SMILES: [C:1]([C:5]1[CH:10]=[CH:9][C:8]([O:11][CH3:12])=[CH:7][CH:6]=1)([CH3:4])([CH3:3])[CH3:2].[N+:13]([O-:16])([OH:15])=[O:14]>C(Cl)CCl>[N+:13]([C:5]1[CH:10]=[CH:9][C:8]([O:11][CH3:12])=[CH:7][CH:6]=1)([O-:15])=[O:14].[N+:13]([C:9]1[CH:10]=[C:5]([C:1]([CH3:2])([CH3:4])[CH3:3])[CH:6]=[CH:7][C:8]=1[O:11][CH3:12])([O-:16])=[O:14]. Procedure details: A solution of 8.2 g (50 mmole) of 4-tertbutylanisole in 15 ml of ethylene dichloride was placed in a 40 ml two necked round-bottomed flask equipped with a thermometer, a dropping funnel and magnetic stirring bar. The flask was placed in an ice-water bath and the contents were stirred and cooled. When the temperature reached +4° C., 4.72 g (3.32 ml, 52.4 mmol) of 70% nitric acid was added at such a rate that the temperature of the reaction mixture remained below 10° C. The completion of the acid ... Starting materials: C(CCC)[Li] (n-Butyllithium), Cl (hydrochloric acid), CC1=C(SC=C1)C(=O)O (3-Methyl-2-thiophenecarboxylic acid), IC (iodomethane). Solvent: O1CCCC1 (tetrahydrofuran), O (water). Reaction conditions: temperature -78 celsius, time 1 hour. The product is CC1=C(SC(=C1)C)C(=O)O (3,5-dimethyl-2-thiophenecarboxylic acid). As a reaction SMILES: [CH3:1][C:2]1[CH:6]=[CH:5][S:4][C:3]=1[C:7]([OH:9])=[O:8].[CH2:10]([Li])CCC.IC.Cl>O1CCCC1.O>[CH3:1][C:2]1[CH:6]=[C:5]([CH3:10])[S:4][C:3]=1[C:7]([OH:9])=[O:8]. Procedure: 3-Methyl-2-thiophenecarboxylic acid (7.11 g) was dissolved in tetrahydrofuran (100 ml), and the mixture was cooled to -78° C. n-Butyllithium (1.6M in hexane, 69 ml) was slowly added dropwise. The mixture was stirred at -78° C. for 1 hour, and iodomethane (6.2 ml) was added dropwise. The reaction mixture was warmed to room temperature, stirred at room temperature for 15 hours, poured into water, acidified with 1N hydrochloric acid and extracted with ethyl acetate. The extract was dried over anhyd... The reactants are C1(=CC=CC=C1)S(=O)(=O)Cl (benzenesulfonyl chloride), N1C=CC2=CC(=CC=C12)C(=O)OC (methyl indole-5-carboxylate), [OH-].[K+] (KOH). The reagents and catalysts are S([O-])(O)(=O)=O.C(CCC)[N+](CCCC)(CCCC)CCCC (tetrabutylammonium bisulfate). The solvent is C(Cl)Cl (CH2Cl2). Reaction conditions: time 20 minute. Yields the product C1(=CC=CC=C1)S(=O)(=O)N1C=CC2=CC(=CC=C12)C=O (1-Benzenesulfonyl-1H-indole-5-carbaldehyde). Isolated yield 91.1%. Reaction SMILES: [NH:1]1[C:9]2[C:4](=[CH:5][C:6]([C:10]([O:12]C)=O)=[CH:7][CH:8]=2)[CH:3]=[CH:2]1.[OH-].[K+].[C:16]1([S:22](Cl)(=[O:24])=[O:23])[CH:21]=[CH:20][CH:19]=[CH:18][CH:17]=1>S(=O)(=O)(O)[O-].C([N+](CCCC)(CCCC)CCCC)CCC.C(Cl)Cl>[C:16]1([S:22]([N:1]2[C:9]3[C:4](=[CH:5][C:6]([CH:10]=[O:12])=[CH:7][CH:8]=3)[CH:3]=[CH:2]2)(=[O:24])=[O:23])[CH:21]=[CH:20][CH:19]=[CH:18][CH:17]=1 |f:1.2,4.5|. Procedure details: After a suspension of methyl indole-5-carboxylate (4) (1.00 g, 6.89 mmol), tetrabutylammonium bisulfate (0.35 g, 1.03 mmol) and KOH (0.77 g, 13.78 mmol) in CH2Cl2 (30 mL) was stirred for 20 min, benzenesulfonyl chloride (1.32 ml, 10.33 mmol) was added. The reaction mixture was stirred at room temperature overnight before it was quenched with water and extracted with CH2Cl2 (20 mL×3). The combined organic layer was dried over anhydrous MgSO4 and concentrated under reduced pressure to give a yello...